From a dataset of the Open Reaction Database (ORD), a public repository of structured organic reaction records. describe an organic reaction: reactants, conditions, products, and yield The reactants are COC(=O)C1CCCn2c(=O)c3ccccc3c(=O)n21, CO, [K+], [OH-]. The product is O=C(O)C1CCCn2c(=O)c3ccccc3c(=O)n21. RXN SMILES: [CH3:1][O:2][C:3](=[O:4])[CH:5]1[CH2:6][CH2:7][CH2:8][n:9]2[n:10]1[c:11](=[O:20])[c:12]1[cH:13][cH:14][cH:15][cH:16][c:17]1[c:18]2=[O:19].[CH3:23][OH:24].[K+:22].[OH-:21]>>[O:2]=[C:3]([OH:4])[CH:5]1[CH2:6][CH2:7][CH2:8][n:9]2[n:10]1[c:11](=[O:20])[c:12]1[cH:13][cH:14][cH:15][cH:16][c:17]1[c:18]2=[O:19]. Reactants: BrC1=NC=CC=C1 (2-bromopyridine), BrC=1C=CC(=C(C1)C=1NC(C2=C(N1)C(=NN2C)CCC)=O)OCC (5-(5-bromo-2-ethoxyphenyl)-1-methyl-3-n-propyl-1,6-dihydro-7H-pyrazolo[4,3-d]pyrimidin-7-one). Yields the product C(C)OC1=C(C=C(C=C1)N1CC=CC=C1)C=1NC(C2=C(N1)C(=NN2C)CCC)=O (5-[2-Ethoxy-5-(1-pyridyl)phenyl]-1-methyl-3-n-propyl-1,6-dihydro-7H-pyrazolo[4,3-d]pyrimidin-7-one), solid. Isolated yield 33.0%. As a reaction SMILES: Br[C:2]1[CH:7]=[CH:6][CH:5]=[CH:4][N:3]=1.Br[C:9]1[CH:10]=[CH:11][C:12]([O:29][CH2:30][CH3:31])=[C:13]([C:15]2[NH:16][C:17](=[O:28])[C:18]3[N:23]([CH3:24])[N:22]=[C:21]([CH2:25][CH2:26][CH3:27])[C:19]=3[N:20]=2)[CH:14]=1>>[CH2:30]([O:29][C:12]1[CH:11]=[CH:10][C:9]([N:3]2[CH:4]=[CH:5][CH:6]=[CH:7][CH2:2]2)=[CH:14][C:13]=1[C:15]1[NH:16][C:17](=[O:28])[C:18]2[N:23]([CH3:24])[N:22]=[C:21]([CH2:25][CH2:26][CH3:27])[C:19]=2[N:20]=1)[CH3:31]. Procedure details: The title compound was prepared from 2-bromopyridine and 5-(5-bromo-2-ethoxyphenyl)-1-methyl-3-n-propyl-1,6-dihydro-7H-pyrazolo[4,3-d]pyrimidin-7-one, following the procedure described in Example 82, and was obtained as an off-white solid (33%), m.p. 216-218° C. Found: C,67.61; H,5.81; N,17.63. C22H23N5O2 requires C,67.85; H,5.95; N,17.98%.